From a dataset of the Open Reaction Database (ORD), a public repository of structured organic reaction records. describe an organic reaction: reactants, conditions, products, and yield The reactants are [N+](=O)(O)[O-] (nitric acid), C(C(C)C)C1=CC=C(C=C1)B(O)O (4-isobutyl-phenylboronic acid), ice. Run in C(C)(=O)OC(C)=O (acetic anhydride). Conditions: time 1 hour. The product is C(C(C)C)C1=CC(=C(C=C1)B(O)O)[N+](=O)[O-] (4-isobutyl-2-nitro-phenylboronic acid). As a reaction SMILES: [CH2:1]([C:5]1[CH:10]=[CH:9][C:8]([B:11]([OH:13])[OH:12])=[CH:7][CH:6]=1)[CH:2]([CH3:4])[CH3:3].[N+:14]([O-])([OH:16])=[O:15]>C(OC(=O)C)(=O)C>[CH2:1]([C:5]1[CH:10]=[CH:9][C:8]([B:11]([OH:13])[OH:12])=[C:7]([N+:14]([O-:16])=[O:15])[CH:6]=1)[CH:2]([CH3:4])[CH3:3]. Reported procedure: To a suspension of 4-isobutyl-phenylboronic acid (0.9 g, 5.05 mmol) in acetic anhydride (9 mL) at -10° C., fuming nitric acid (0.4 mL) was added over 10 minutes. The mixture was stirred for 1 hour, warmed to room temperature and stirred for an additional 1.5 hours. The clear orange solution was added to 100 mL of ice, stirred for 3 hours and azeotroped with water (4×100 mL). The residue was partitioned between 25 mL each of ether and water and the ether layer was dried and evaporated to provide ... The reactants are C(C1=CC=CC=C1)[C@H]1N(CC[C@@H](C1)N(C(C(F)(F)F)=O)CC1=CC=NC2=CC=CC=C12)C(C1=CC(=CC=C1)C(F)(F)F)=O ((2R*,4S*)-2-benzyl-1-(3-trifluoromethylbenzoyl)-N-(4-quinolylmethyl)-N-trifluoroacetyl-4-piperidinamine), [BH4-].[Na+] (sodium borohydride). The product is C(C1=CC=CC=C1)[C@H]1N(CC[C@@H](C1)NCC1=CC=NC2=CC=CC=C12)C(C1=CC(=CC=C1)C(F)(F)F)=O ((2R*,4S*)-2-benzyl-1-(3-trifluoromethylbenzoyl)-N-(4-quinolylmethyl)-4-piperidinamine). Reaction SMILES: [CH2:1]([C@@H:8]1[CH2:13][C@@H:12]([N:14]([CH2:21][C:22]2[C:31]3[C:26](=[CH:27][CH:28]=[CH:29][CH:30]=3)[N:25]=[CH:24][CH:23]=2)C(=O)C(F)(F)F)[CH2:11][CH2:10][N:9]1[C:32](=[O:43])[C:33]1[CH:38]=[CH:37][CH:36]=[C:35]([C:39]([F:42])([F:41])[F:40])[CH:34]=1)[C:2]1[CH:7]=[CH:6][CH:5]=[CH:4][CH:3]=1.[BH4-].[Na+]>>[CH2:1]([C@@H:8]1[CH2:13][C@@H:12]([NH:14][CH2:21][C:22]2[C:31]3[C:26](=[CH:27][CH:28]=[CH:29][CH:30]=3)[N:25]=[CH:24][CH:23]=2)[CH2:11][CH2:10][N:9]1[C:32](=[O:43])[C:33]1[CH:38]=[CH:37][CH:36]=[C:35]([C:39]([F:42])([F:41])[F:40])[CH:34]=1)[C:2]1[CH:3]=[CH:4][CH:5]=[CH:6][CH:7]=1 |f:1.2|. Procedure: 0.184 g (0.307 mmol) of (2R*,4S*)-2-benzyl-1-(3-trifluoromethylbenzoyl)-N-(4-quinolylmethyl)-N-trifluoroacetyl-4-piperidinamine is reacted with 0.046 g (1.23 mmol) of sodium borohydride in analogy to Example 2. The title compound of the formula ##STR29## is obtained as yellow oil. TLC: methylene chloride/methanol/conc. ammonia (700:50:1) Rf =0.28, FD-MS: M+ =503. Starting materials: NC1=NC(=CC=C1)F (2-Amino-6-fluoropyridine), Cl (HCl), C(C)(=O)OCC (ethyl acetate), ClCC=O (chloroacetaldehyde). Solvent: O (water). Run at temperature 60 celsius, time 3 hour. Product: FC1=CC=CC=2N1C=CN2 (5-fluoroimidazo[1,2-a]pyridine), product. Yield: 65.0%. As a reaction SMILES: [NH2:1][C:2]1[CH:7]=[CH:6][CH:5]=[C:4]([F:8])[N:3]=1.Cl[CH2:10][CH:11]=O.Cl.C(OCC)(=O)C>O>[F:8][C:4]1[N:3]2[CH:10]=[CH:11][N:1]=[C:2]2[CH:7]=[CH:6][CH:5]=1. Reported procedure: 2-Amino-6-fluoropyridine (12 g) was completely dissolved in 120 mL of distilled water at 60° C. To the solution was added 35 mL (2 equivalents) of 40% chloroacetaldehyde. The mixture was stirred for 3 hours at 60° C. The reaction mixture was gradually cooled to room temperature, to which were added a 1N—HCl aqueous solution (50 mL) and ethyl acetate (150 mL). The ethyl acetate solution was subjected to extraction with a 1N—HCl aqueous solution (100 mL). The extract was mixed with the aqueous sol...